From a dataset of the Open Reaction Database (ORD), a public repository of structured organic reaction records. describe an organic reaction: reactants, conditions, products, and yield Reactants: ClC1=CC=C(C=C1)C(CC(=O)OCC)C1=CC=C(C=C1)Cl (ethyl 3,3-bis(p-chlorophenyl)propionate), ClC1=CC=C(C=C1)C(CC(=O)O)C1=CC=C(C=C1)Cl (3,3-bis(p-chlorophenyl)propionic acid). Yields the product ClC1=CC=C(C=C1)C(=CC(=O)O)C1=CC=C(C=C1)Cl (3,3-Bis(p-chlorophenyl)acrylic acid). Reaction SMILES: [Cl:1][C:2]1[CH:7]=[CH:6][C:5]([CH:8]([C:15]2[CH:20]=[CH:19][C:18]([Cl:21])=[CH:17][CH:16]=2)[CH2:9][C:10]([O:12]CC)=[O:11])=[CH:4][CH:3]=1.ClC1C=CC(C(C2C=CC(Cl)=CC=2)CC(O)=O)=CC=1>>[Cl:1][C:2]1[CH:3]=[CH:4][C:5]([C:8]([C:15]2[CH:16]=[CH:17][C:18]([Cl:21])=[CH:19][CH:20]=2)=[CH:9][C:10]([OH:12])=[O:11])=[CH:6][CH:7]=1. Procedure: Prepared in a similar manner in 95% yield from ethyl 3,3-bis(p-chlorophenyl)propionate was 3,3-bis(p-chlorophenyl)propionic acid, m.p. 190°-193° C. Product: COC(=O)C1(CCCl)CCN(C(=O)OCc2ccccc2)CC1. As a reaction SMILES: [CH3:1][Si:2]([N-:3][Si:4]([CH3:5])([CH3:6])[CH3:7])([CH3:8])[CH3:9].[Cl:31][CH2:32][CH2:33][Br:34].[Li+:10].[N:11]1([C:21](=[O:22])[O:23][CH2:24][c:25]2[cH:26][cH:27][cH:28][cH:29][cH:30]2)[CH2:12][CH2:13][CH:14]([C:17](=[O:18])[O:19][CH3:20])[CH2:15][CH2:16]1.[O:35]1[CH2:36][CH2:37][CH2:38][CH2:39]1>>[N:11]1([C:21](=[O:22])[O:23][CH2:24][c:25]2[cH:26][cH:27][cH:28][cH:29][cH:30]2)[CH2:12][CH2:13][C:14]([C:17](=[O:18])[O:19][CH3:20])([CH2:33][CH2:32][Cl:31])[CH2:15][CH2:16]1. Starting materials: C[Si](C)(C)[N-][Si](C)(C)C, ClCCBr, [Li+], COC(=O)C1CCN(C(=O)OCc2ccccc2)CC1, C1CCOC1. The reactants are CC(=O)O, O=Cc1ccccc1, Nc1cc(Cl)c(Cc2ccc(C(=O)c3ccc(Cl)cc3)cc2)c(Cl)c1, Cl, O=N[O-], [Na+], O. The product is O=C(c1ccc(Cl)cc1)c1ccc(Cc2c(Cl)cc(NN=Cc3ccccc3)cc2Cl)cc1. As a reaction SMILES: [CH3:38][C:39](=[O:40])[OH:41].[CH:30](=[O:31])[c:32]1[cH:33][cH:34][cH:35][cH:36][cH:37]1.[Cl:1][c:2]1[cH:3][cH:4][c:5]([C:6](=[O:7])[c:8]2[cH:9][cH:10][c:11]([CH2:12][c:13]3[c:14]([Cl:21])[cH:15][c:16]([NH2:17])[cH:18][c:19]3[Cl:20])[cH:22][cH:23]2)[cH:24][cH:25]1.[ClH:43].[N:26]([O-:27])=[O:28].[Na+:29].[OH2:42]>>[Cl:1][c:2]1[cH:3][cH:4][c:5]([C:6](=[O:7])[c:8]2[cH:9][cH:10][c:11]([CH2:12][c:13]3[c:14]([Cl:21])[cH:15][c:16]([NH:17][N:26]=[CH:30][c:32]4[cH:33][cH:34][cH:35][cH:36][cH:37]4)[cH:18][c:19]3[Cl:20])[cH:22][cH:23]2)[cH:24][cH:25]1.